This data is from the Open Reaction Database (ORD), a public repository of structured organic reaction records. The task is: describe an organic reaction: reactants, conditions, products, and yield Reactants: Br, COCCn1c(C)c(C)sc1=N, COc1ccc(Cl)cc1C(=O)O. Product: COCCn1c(C)c(C)sc1=NC(=O)c1cc(Cl)ccc1OC. As a reaction SMILES: [BrH:1].[CH3:2][O:3][CH2:4][CH2:5][n:6]1[c:7](=[NH:13])[s:8][c:9]([CH3:12])[c:10]1[CH3:11].[Cl:14][c:15]1[cH:16][cH:17][c:18]([O:24][CH3:25])[c:19]([C:20](=[O:21])[OH:22])[cH:23]1>>[CH3:2][O:3][CH2:4][CH2:5][n:6]1[c:7](=[N:13][C:20]([c:19]2[c:18]([O:24][CH3:25])[cH:17][cH:16][c:15]([Cl:14])[cH:23]2)=[O:21])[s:8][c:9]([CH3:12])[c:10]1[CH3:11].